This data is from the Open Reaction Database (ORD), a public repository of structured organic reaction records. The task is: describe an organic reaction: reactants, conditions, products, and yield Starting materials: BrC=1C=C(C=CC1Cl)[C@H]1CC(NC1)=O ((4R)-4-(3-Bromo-4-chlorophenyl)pyrrolidin-2-one), COC(=O)C1=CC=C(C=C1)B(O)O (4-methoxycarbonylphenyl boronic acid), P(=O)([O-])([O-])[O-].[K+].[K+].[K+] (potassium phosphate). The reagents and catalysts are [Br-].C(CCC)[N+](CCCC)(CCCC)CCCC (tetrabutylammonium bromide), C(C)(=O)[O-].[Pd+2].C(C)(=O)[O-] (Palladium acetate). The solvent is CN(C)C=O (DMF), C(C)(=O)OCC (ethyl acetate). Run at temperature 90 celsius, time 8 hour. Product: O=C1C[C@@H](CN1)C=1C=CC(=C(C1)C1=CC=C(C(=O)O)C=C1)Cl (4-[5-((3R)-5-oxopyrrolidin-3-yl)-2-chlorophenyl]benzoic acid). As a reaction SMILES: Br[C:2]1[CH:3]=[C:4]([C@@H:9]2[CH2:13][NH:12][C:11](=[O:14])[CH2:10]2)[CH:5]=[CH:6][C:7]=1[Cl:8].C[O:16][C:17]([C:19]1[CH:24]=[CH:23][C:22](B(O)O)=[CH:21][CH:20]=1)=[O:18].P([O-])([O-])([O-])=O.[K+].[K+].[K+]>CN(C=O)C.[Br-].C([N+](CCCC)(CCCC)CCCC)CCC.C(OCC)(=O)C.C([O-])(=O)C.[Pd+2].C([O-])(=O)C>[O:14]=[C:11]1[NH:12][CH2:13][C@@H:9]([C:4]2[CH:5]=[CH:6][C:7]([Cl:8])=[C:2]([C:22]3[CH:23]=[CH:24][C:19]([C:17]([OH:18])=[O:16])=[CH:20][CH:21]=3)[CH:3]=2)[CH2:10]1 |f:2.3.4.5,7.8,10.11.12|. Reported procedure: (4R)-4-(3-Bromo-4-chlorophenyl)pyrrolidin-2-one (0.5 g, 0.55 mmol) and 4-methoxycarbonylphenyl boronic acid (0.144 g, 0.55 mmol) were mixed in DMF (2 mL). The mixture was degassed by alternately applying a vacuum and flushing with nitrogen gas. Palladium acetate (0.025 g, 0.11 mmol) and tetrabutylammonium bromide (0.053 g, 0.165 mmol) were added followed by potassium phosphate (0.35 g, 1.65 mmol). The mixture was stirred overnight at 90° C. The reaction mixture was cooled to room temperature, di... Reactants: FC1=C(C=C(C=C1)C1=NC=CC(=C1)OC)[N+](=O)[O-] (2-fluoro-5-(4-methoxypyridin-2-yl)nitrobenzene). The reagents and catalysts are [Pd] (palladium on carbon). The solvent is C(C)O (ethanol), O1CCCC1 (tetrahydrofuran). The product is FC1=C(N)C=C(C=C1)C1=NC=CC(=C1)OC (2-fluoro-5-(4-methoxypyridin-2-yl)aniline). The yield is 100.1%. Reaction SMILES: [F:1][C:2]1[CH:7]=[CH:6][C:5]([C:8]2[CH:13]=[C:12]([O:14][CH3:15])[CH:11]=[CH:10][N:9]=2)=[CH:4][C:3]=1[N+:16]([O-])=O>C(O)C.O1CCCC1.[Pd]>[F:1][C:2]1[CH:7]=[CH:6][C:5]([C:8]2[CH:13]=[C:12]([O:14][CH3:15])[CH:11]=[CH:10][N:9]=2)=[CH:4][C:3]=1[NH2:16]. Reported procedure: A suspension of 2-fluoro-5-(4-methoxypyridin-2-yl)nitrobenzene (0.2 g) in ethanol (4 ml) and tetrahydrofuran (3 ml) was hydrogenated over palladium on carbon (10% w/w, 50% wet, 60 mg) under a hydrogen atmosphere for 5 hours. The catalyst was filtered off, and the filtrate was evaporated under reduced pressure to give 2-fluoro-5-(4-methoxypyridin-2-yl)aniline (176 mg). Reactants: CN1C=CC2=C(C=CC(=C12)Br)OC (1-methyl-4-methoxyl-7-bromoindole), C(C(=O)OC)(=O)OC (dimethyl oxalate), C(C)(C)(C)[Li] (tert-butyl lithium), pentanes. Conditions: time 30 minute. Solvent: C1CCOC1 (THF). RXN SMILES: [CH3:1][N:2]1[C:10]2[C:5](=[C:6]([O:12][CH3:13])[CH:7]=[CH:8][C:9]=2Br)[CH:4]=[CH:3]1.C([Li])(C)(C)C.[C:19](OC)(=[O:24])[C:20]([O:22][CH3:23])=[O:21]>C1COCC1>[CH3:23][O:22][C:20](=[O:21])[C:19]([C:9]1[CH:8]=[CH:7][C:6]([O:12][CH3:13])=[C:5]2[C:10]=1[N:2]([CH3:1])[CH:3]=[CH:4]2)=[O:24]. The product is EtOAc hexanes, COC(C(=O)C=1C=CC(=C2C=CN(C12)C)OC)=O ((1-Methyl-4-methoxyl-1H-indol-7-yl)-oxo-acetic acid methyl ester). Yield: 58.1%. Procedure details: A solution of 1-methyl-4-methoxyl-7-bromoindole (1.17 g, 4.87 mmol) in THF (33 mL) was cooled to −78° C. and a solution of tert-butyl lithium in pentanes (1.7 M, 6.3 mL, 10.7 mmol) added dropwise over 30 min. After 30 min at −78° C., the mixture was treated with dimethyl oxalate (1.44 g, 12.2 mmol) in one portion. After 15 min, the mixture was allowed to warm to room temperature and stirred 4 h. The reaction mixture was quenched with water and extracted with ethyl acetate. The extract was washed...